From a dataset of the Open Reaction Database (ORD), a public repository of structured organic reaction records. describe an organic reaction: reactants, conditions, products, and yield Starting materials: O=C([O-])[O-], C1CCOC1, CO, C[Si](C)(C)C#Cc1ccc(N)nc1, [K+], [K+], O. Product: C#Cc1ccc(N)nc1. RXN SMILES: [C:21](=[O:22])([O-:23])[O-:24].[CH2:1]1[O:2][CH2:3][CH2:4][CH2:5]1.[CH3:6][OH:7].[CH3:8][Si:9]([CH3:10])([CH3:11])[C:12]#[C:13][c:14]1[cH:15][cH:16][c:17]([NH2:20])[n:18][cH:19]1.[K+:25].[K+:26].[OH2:27]>>[CH:12]#[C:13][c:14]1[cH:15][cH:16][c:17]([NH2:20])[n:18][cH:19]1. The reactants are Br, CCC(Br)=NO, Br, ClC(Cl)(Cl)Cl, CCC=NO, [Na+], [O-]c1ccccc1. Product: CC(C=NO)Oc1ccccc1. RXN SMILES: [Br:6].[Br:7][C:8](=[N:9][OH:10])[CH2:11][CH3:12].[BrH:21].[C:22]([Cl:23])([Cl:24])([Cl:25])[Cl:26].[CH:1]([CH2:2][CH3:3])=[N:4][OH:5].[Na+:20].[O-:13][c:14]1[cH:15][cH:16][cH:17][cH:18][cH:19]1>>[CH:1]([CH:2]([CH3:3])[O:13][c:14]1[cH:15][cH:16][cH:17][cH:18][cH:19]1)=[N:4][OH:5]. Reactants: O=C([O-])[O-], CS(C)=O, CCSC(F)(F)C1(c2ccc(F)cc2F)CO1, [K+], [K+], O, c1nc[nH]n1. Yields the product CCSC(F)(F)C(O)(Cn1cncn1)c1ccc(F)cc1F. Reaction SMILES: [C:23](=[O:24])([O-:25])[O-:26].[CH3:30][S:31]([CH3:32])=[O:33].[F:1][c:2]1[c:3]([C:9]2([C:12]([F:13])([F:14])[S:15][CH2:16][CH3:17])[O:10][CH2:11]2)[cH:4][cH:5][c:6]([F:8])[cH:7]1.[K+:27].[K+:28].[OH2:29].[nH:18]1[n:19][cH:20][n:21][cH:22]1>>[F:1][c:2]1[c:3]([C:9]([OH:10])([CH2:11][n:18]2[n:19][cH:20][n:21][cH:22]2)[C:12]([F:13])([F:14])[S:15][CH2:16][CH3:17])[cH:4][cH:5][c:6]([F:8])[cH:7]1. Starting materials: O=C(/C=C/C=1OC=CC(C1OCCCCCC(=O)OCC)=O)CCC1=CC=CC=C1 (2-(3-oxo-5-phenyl-trans-1-pentenyl)-3-(5-carboethoxypentyloxy)-4-pyrone), C(C)[BH-](CC)CC.[Li+] (lithium triethylborohydride). Solvent: O1CCCC1 (tetrahydrofuran). Conditions: time 30 minute. Product: OC(/C=C/C=1OC=CC(C1OCCCCCC(=O)OCC)=O)CCC1=CC=CC=C1 (2-[(3RS)-3-hydroxy-5-phenyl-trans-1-pentenyl]-3-(5-carboethoxypentyloxy)-4-pyrone). Yield: 28.2%. As a reaction SMILES: [O:1]=[C:2]([CH2:23][CH2:24][C:25]1[CH:30]=[CH:29][CH:28]=[CH:27][CH:26]=1)/[CH:3]=[CH:4]/[C:5]1[O:6][CH:7]=[CH:8][C:9](=[O:22])[C:10]=1[O:11][CH2:12][CH2:13][CH2:14][CH2:15][CH2:16][C:17]([O:19][CH2:20][CH3:21])=[O:18].C([BH-](CC)CC)C.[Li+]>O1CCCC1>[OH:1][CH:2]([CH2:23][CH2:24][C:25]1[CH:26]=[CH:27][CH:28]=[CH:29][CH:30]=1)/[CH:3]=[CH:4]/[C:5]1[O:6][CH:7]=[CH:8][C:9](=[O:22])[C:10]=1[O:11][CH2:12][CH2:13][CH2:14][CH2:15][CH2:16][C:17]([O:19][CH2:20][CH3:21])=[O:18] |f:1.2|. Reported procedure: To a solution, cooled under nitrogen to -78°, of 0.823 g (1.99 mmol) of 2-(3-oxo-5-phenyl-trans-1-pentenyl)-3-(5-carboethoxypentyloxy)-4-pyrone in 4 ml of tetrahydrofuran was added dropwise keeping the internal temperature at -70° to -75°, 1.89 ml (1.89 mmole) of lithium triethylborohydride. After being stirred for an additional 30 min the cold reaction was quenched by the addition of 2.0 ml of 40% aqueous acetic acid and then partially concentrated under reduced pressure. The residue was dissol... Starting materials: S(O)(O)(=O)=O (sulfuric acid), CO (methanol), ClC=1C=C(C(C(=O)O)=CC1)O (4-chloro-salicylic acid). The product is ClC=1C=C(C(C(=O)OC)=CC1)O (methyl 4-chloro-salicylate). Isolated yield 83.0%. As a reaction SMILES: S(=O)(=O)(O)O.[Cl:6][C:7]1[CH:8]=[C:9]([OH:16])[C:10](=[CH:14][CH:15]=1)[C:11]([OH:13])=[O:12].[CH3:17]O>>[Cl:6][C:7]1[CH:8]=[C:9]([OH:16])[C:10](=[CH:14][CH:15]=1)[C:11]([O:13][CH3:17])=[O:12]. Reported procedure: 5 ml of concentrated sulfuric acid is drop-added slowly to 100 ml of methanol. The solution is cooled and then added with a powder of 4-chloro-salicylic acid (17.20 g, 0.1 mol), and a reaction is carried out at reflux for 24 hours. After cooling the reaction, a large amount of deposit precipitates and is filtered out, washed with small amount of methanol, and recrystallized in anhydrous ethanol, to obtain 15.60 g of methyl 4-chloro-salicylate, with a yield of 83%. The reactants are C(CCC)C=1N(C(=CN1)/C(=C(/C(=O)O)\C1=CC=NC=C1)/C)CC1=C(C=CC=C1)Cl ((E)-3-[2-n-butyl-1-{(2-chlorophenyl)methyl}-1H-imidazol-5-yl]-2-(4-pyridyl)-methyl-2-propenoic acid), C(CCC)C=1N(C(=CN1)C=O)CC1=CC=C(C=C1)C(=O)OC (2-n-butyl-1-[(4-carbomethoxyphenyl)methyl]imidazole-5-aldehyde), C(CCC)C=1N(C(=CN1)C=O)CC1=C(C=C(C=C1)C(=O)OCC)Cl (2-n-butyl-1-[(4-carboethoxy-2-chlorophenyl)methyl]imidazole-5-aldehyde), S1C(=CC=C1)CCC(=O)OC (methyl 3-(2-thienyl)propanoate). Product: C(CCC)C=1N(C(=CN1)/C=C(/C(=O)O)\CC=1SC=CC1)CC1=CC(=CC=C1)C(=O)O (E-3-[2-n-Butyl-1-{(3-carboxyphenyl)methyl}-1H-imidazol-5-yl]-2-(2-thienyl)methyl-2-propenoic Acid). Reaction SMILES: C(C1N(CC2C=CC=CC=2Cl)C(/C(/C)=C(\C2C=CN=CC=2)/[C:12]([OH:14])=[O:13])=CN=1)CCC.[CH2:30]([C:34]1[N:35]([CH2:41][C:42]2[CH:47]=[CH:46][C:45](C(OC)=O)=[CH:44][CH:43]=2)[C:36]([CH:39]=O)=[CH:37][N:38]=1)[CH2:31][CH2:32][CH3:33].C(C1N(CC2C=CC(C(OCC)=O)=CC=2Cl)C(C=O)=CN=1)CCC.[S:76]1[CH:80]=[CH:79][CH:78]=[C:77]1[CH2:81][CH2:82][C:83]([O:85]C)=[O:84]>>[CH2:30]([C:34]1[N:35]([CH2:41][C:42]2[CH:43]=[CH:44][CH:45]=[C:46]([C:12]([OH:14])=[O:13])[CH:47]=2)[C:36](/[CH:39]=[C:82](\[CH2:81][C:77]2[S:76][CH:80]=[CH:79][CH:78]=2)/[C:83]([OH:85])=[O:84])=[CH:37][N:38]=1)[CH2:31][CH2:32][CH3:33]. Procedure: The title compound was prepared by the procedure of Example 1 (iv, Method B) using 2-n-butyl-1-[(4-carbomethoxyphenyl)methyl]imidazole-5-aldehyde (prepared by the method described for the preparation of 2-n-butyl-1-[(4-carboethoxy-2-chlorophenyl)methyl]imidazole-5-aldehyde in Example 42) and methyl 3-(2-thienyl)propanoate; mp 243°-244° C.